Task: describe an organic reaction: reactants, conditions, products, and yield. Dataset: the Open Reaction Database (ORD), a public repository of structured organic reaction records Reactants: ClC1=CC=C2C(=CNC2=C1)C(=O)N1CCC(CC1)C1=C(C=CC=C1)OC ((6-Chloro-1H-indol-3-yl)-[4-(2-methoxy-phenyl)-piperidin-1-yl]-methanone), ClCC(=O)NC (2-chloro-N-methyl-acetamide). Yields the product ClC1=CC=C2C(=CN(C2=C1)CC(=O)NC)C(=O)N1CCC(CC1)C1=C(C=CC=C1)OC (2-{6-Chloro-3-[4-(2-methoxy-phenyl)-piperidine-1-carbonyl]-indol-1-yl}-N-methyl-acetamide). RXN SMILES: [Cl:1][C:2]1[CH:10]=[C:9]2[C:5]([C:6]([C:11]([N:13]3[CH2:18][CH2:17][CH:16]([C:19]4[CH:24]=[CH:23][CH:22]=[CH:21][C:20]=4[O:25][CH3:26])[CH2:15][CH2:14]3)=[O:12])=[CH:7][NH:8]2)=[CH:4][CH:3]=1.Cl[CH2:28][C:29]([NH:31][CH3:32])=[O:30]>>[Cl:1][C:2]1[CH:10]=[C:9]2[C:5]([C:6]([C:11]([N:13]3[CH2:18][CH2:17][CH:16]([C:19]4[CH:24]=[CH:23][CH:22]=[CH:21][C:20]=4[O:25][CH3:26])[CH2:15][CH2:14]3)=[O:12])=[CH:7][N:8]2[CH2:28][C:29]([NH:31][CH3:32])=[O:30])=[CH:4][CH:3]=1. Reported procedure: Following general procedure II, the alkylation of (6-Chloro-1H-indol-3-yl)-[4-(2-methoxy-phenyl)-piperidin-1-yl]-methanone (preparation described herein), with (commercially available) 2-chloro-N-methyl-acetamide gave the title compound. The reactants are C(=O)([O-])[O-].[Na+].[Na+] (Na2CO3), BrC1=CN=C(S1)C(C)(C)S(=O)(=O)N (2-(5-bromo-1,3-thiazol-2-yl)propane-2-sulfonamide), C(Cl)Cl (CH2Cl2), [N+](=O)([O-])C=1C=C(C=C(C1)B1OC(C(O1)(C)C)(C)C)NC1=NC=CC(=N1)C(F)(F)F (N-[3-nitro-5-(4,4,5,5-tetramethyl-1,3,2-dioxaborolan-2-yl)phenyl]-4-(trifluoromethyl)pyrimidin-2-amine), [N+](=O)([O-])C=1C=C(C=C(C1)B1OC(C(O1)(C)C)(C)C)NC1=NC=CC(=N1)C(F)(F)F (N-[3-nitro-5-(4,4,5,5-tetramethyl-1,3,2-dioxaborolan-2-yl)phenyl]-4-(trifluoromethyl)pyrimidin-2-amine). The reagents and catalysts are C1=CC=C(C=C1)P([C-]2C=CC=C2)C3=CC=CC=C3.C1=CC=C(C=C1)P([C-]2C=CC=C2)C3=CC=CC=C3.Cl[Pd]Cl.[Fe+2] (PdCl2(dppf)). Run in O1CCOCC1 (Dioxane), O (water). Run at temperature 100 celsius, time 4 hour. Product: [N+](=O)([O-])C=1C=C(C=C(C1)NC1=NC=CC(=N1)C(F)(F)F)C1=CN=C(S1)C(C)(C)S(=O)(=O)N (2-[5-(3-nitro-5-{[4-(trifluoromethyl)pyrimidin-2-yl]amino}phenyl)-1,3-thiazol-2-yl]propane-2-sulfonamide). The yield is 73.8%. As a reaction SMILES: Br[C:2]1[S:6][C:5]([C:7]([S:10]([NH2:13])(=[O:12])=[O:11])([CH3:9])[CH3:8])=[N:4][CH:3]=1.[N+:14]([C:17]1[CH:18]=[C:19]([NH:32][C:33]2[N:38]=[C:37]([C:39]([F:42])([F:41])[F:40])[CH:36]=[CH:35][N:34]=2)[CH:20]=[C:21](B2OC(C)(C)C(C)(C)O2)[CH:22]=1)([O-:16])=[O:15].C(Cl)Cl.C([O-])([O-])=O.[Na+].[Na+]>O.C1C=CC(P(C2C=CC=CC=2)[C-]2C=CC=C2)=CC=1.C1C=CC(P(C2C=CC=CC=2)[C-]2C=CC=C2)=CC=1.Cl[Pd]Cl.[Fe+2].O1CCOCC1>[N+:14]([C:17]1[CH:22]=[C:21]([C:2]2[S:6][C:5]([C:7]([S:10]([NH2:13])(=[O:12])=[O:11])([CH3:9])[CH3:8])=[N:4][CH:3]=2)[CH:20]=[C:19]([NH:32][C:33]2[N:38]=[C:37]([C:39]([F:42])([F:41])[F:40])[CH:36]=[CH:35][N:34]=2)[CH:18]=1)([O-:16])=[O:15] |f:3.4.5,7.8.9.10|. Procedure details: The product of Step 5 (174 mg, 0.61 mmol), N-[3-nitro-5-(4,4,5,5-tetramethyl-1,3,2-dioxaborolan-2-yl)phenyl]-4-(trifluoromethyl)pyrimidin-2-amine (INTERMEDIATE 12, 250 mg, 0.61 mmol), and PdCl2(dppf).CH2Cl2 (44.6 mg, 0.061 mmol) were combined in a flask, sealed, and purged with nitrogen (2×). Dioxane (3.6 mL) and 2 M Na2CO3 (0.91 mL, 1.83 mmol) were added, and the reaction was purged again with nitrogen (2×). The mixture was stirred in an oil bath at 100° C. for 4 h. The dark brown reaction was ... Starting materials: ClC1=CC=C(C=2SC3=CC=C(C=C3C(C12)=O)O)[N+](=O)[O-] (1-chloro-7-hydroxy-4-nitrothioxanthone), C(C)N(CCN)CC (N,N-diethylethylenediamine). The product is C(C)N(CCNC1=CC=C(C=2SC3=CC=C(C=C3C(C12)=O)O)[N+](=O)[O-])CC (1-[[2-(Diethylamino)ethyl]amino]-7-hydroxy-4-nitro-9H-thioxanthen-9-one). RXN SMILES: Cl[C:2]1[C:15]2[C:14](=[O:16])[C:13]3[C:8](=[CH:9][CH:10]=[C:11]([OH:17])[CH:12]=3)[S:7][C:6]=2[C:5]([N+:18]([O-:20])=[O:19])=[CH:4][CH:3]=1.[CH2:21]([N:23]([CH2:27][CH3:28])[CH2:24][CH2:25][NH2:26])[CH3:22]>>[CH2:21]([N:23]([CH2:27][CH3:28])[CH2:24][CH2:25][NH:26][C:2]1[C:15]2[C:14](=[O:16])[C:13]3[C:8](=[CH:9][CH:10]=[C:11]([OH:17])[CH:12]=3)[S:7][C:6]=2[C:5]([N+:18]([O-:20])=[O:19])=[CH:4][CH:3]=1)[CH3:22]. Reported procedure: 1-[[2-(Diethylamino)ethyl]amino]-7-hydroxy-4-nitro-9H-thioxanthen-9-one was prepared similarly from 10 g of 1-chloro-7-hydroxy-4-nitrothioxanthone and 8.3 g of N,N-diethylethylenediamine to provide 7.3 g as a tan solid which was used without further purification. Reactants: C1(CC1)COC=1C=C(C=CC1[N+](=O)[O-])C1(CCCC1)C(=O)OCC (ethyl 1-(3-(cyclopropylmethoxy)-4-nitrophenyl)cyclopentanecarboxylate). Run in CO (MeOH). Run at time 6 hour. Yields the product NC1=C(C=C(C=C1)C1(CCCC1)C(=O)OCC)OCC1CC1 (ethyl 1-(4-amino-3-(cyclopropylmethoxy)phenyl)cyclopentanecarboxylate). Yield: 82.4%. Reaction SMILES: [CH:1]1([CH2:4][O:5][C:6]2[CH:7]=[C:8]([C:15]3([C:20]([O:22][CH2:23][CH3:24])=[O:21])[CH2:19][CH2:18][CH2:17][CH2:16]3)[CH:9]=[CH:10][C:11]=2[N+:12]([O-])=O)[CH2:3][CH2:2]1>CO>[NH2:12][C:11]1[CH:10]=[CH:9][C:8]([C:15]2([C:20]([O:22][CH2:23][CH3:24])=[O:21])[CH2:19][CH2:18][CH2:17][CH2:16]2)=[CH:7][C:6]=1[O:5][CH2:4][CH:1]1[CH2:2][CH2:3]1. Procedure details: To a stirred solution of ethyl 1-(3-(cyclopropylmethoxy)-4-nitrophenyl)cyclopentanecarboxylate (10 g), in dry MeOH (100 mL) Pd (OH)2 (2 g) was added and the mixture was reduced under an atmosphere of H2 for 6 h at room temperature. The mixture was filtered through a pad of Celite™, washing with MeOH. The combined filtrates were concentrated under reduced pressure to yield ethyl 1-(4-amino-3-(cyclopropylmethoxy)phenyl)cyclopentanecarboxylate (7.5 g) as a thick liquid. Starting materials: [BH4-].[Na+] (sodium borohydride), Cl (HCl), COC(C1=CC=C(C=C1)CCC(=O)O)=O (4-(2-Carboxy-ethyl)-benzoic acid methyl ester), C1=CN(C=N1)C(=O)N2C=CN=C2 (N,N-carbonyldiimidazole). The solvent is O (water), C1CCOC1 (THF). Reaction conditions: time 1 hour. The product is COC(C1=CC=C(C=C1)CCCO)=O (4-(3-Hydroxy-propyl)-benzoic acid methyl ester). As a reaction SMILES: [CH3:1][O:2][C:3](=[O:15])[C:4]1[CH:9]=[CH:8][C:7]([CH2:10][CH2:11][C:12](O)=[O:13])=[CH:6][CH:5]=1.C1N=CN(C(N2C=NC=C2)=O)C=1.[BH4-].[Na+].Cl>C1COCC1.O>[CH3:1][O:2][C:3](=[O:15])[C:4]1[CH:9]=[CH:8][C:7]([CH2:10][CH2:11][CH2:12][OH:13])=[CH:6][CH:5]=1 |f:2.3|. Procedure: 4-(2-Carboxy-ethyl)-benzoic acid methyl ester (5 g, 24 mmol) is dissolved in THF (50 ml), N,N-carbonyldiimidazole (4.25 g, 26.2 mmol) is added and stirred for 1 h at room temperature. Then sodium borohydride (1.9 g, 50 mmol) and water (10 ml) are added to the reaction mixture and stirred for additional 1 h. 1M HCl is added dropwise to the reaction mixture, extracted with ethyl acetate, the organic phase is dried and concentrated in vacuo. The residue is chromatographed on silica gel (dichloromet...